describe an organic reaction: reactants, conditions, products, and yield From a dataset of the Open Reaction Database (ORD), a public repository of structured organic reaction records. Starting materials: C(C)(=O)O (acetic acid), [H][H] (hydrogen), CO (methanol), C(C1=CC=CC=C1)OC(=O)N[C@H](C(=O)O)CNC(C1=CC=C(C=C1)CCC(NC=1NCCCN1)=O)=O ((2S)-2-Benzyloxycarbonylamino-3-(4-(2-(1,4,5,6-tetrahydropyrimidin-2ylcarbamoyl)ethyl)benzoylamino)propionic Acid), [H][H] (hydrogen). Reagents/catalysts: [Pd] (palladium/charcoal). The solvent is O1CCOCC1 (dioxane). Run at time 2 hour. Product: N[C@H](C(=O)O)CNC(C1=CC=C(C=C1)CCC(NC=1NCCCN1)=O)=O ((2S)-2-Amino-3-(4-(2-(1,4,5,6-tetrahydropyrimidin-2-ylcarbamoyl)ethyl)benzoylamino)propionic Acid). As a reaction SMILES: C(OC([NH:11][C@@H:12]([CH2:16][NH:17][C:18](=[O:36])[C:19]1[CH:24]=[CH:23][C:22]([CH2:25][CH2:26][C:27](=[O:35])[NH:28][C:29]2[NH:30][CH2:31][CH2:32][CH2:33][N:34]=2)=[CH:21][CH:20]=1)[C:13]([OH:15])=[O:14])=O)C1C=CC=CC=1.C(O)(=O)C.[H][H].CO>O1CCOCC1.[Pd]>[NH2:11][C@@H:12]([CH2:16][NH:17][C:18](=[O:36])[C:19]1[CH:20]=[CH:21][C:22]([CH2:25][CH2:26][C:27](=[O:35])[NH:28][C:29]2[NH:34][CH2:33][CH2:32][CH2:31][N:30]=2)=[CH:23][CH:24]=1)[C:13]([OH:15])=[O:14]. Procedure: 100 mg (0.2 mmol) of (2S)-2-benzyloxycarbonylamino-3-(4-(2-(1,4,5,6-tetrahydropyrimidin-2-ylcarbamoyl)ethyl)benzoylamino)propionic acid (step e) were dissolved in 15 ml of dioxane, treated with 0.012 ml of glacial acetic acid and hydrogenated at room temperature under 1 bar of hydrogen over palladium/charcoal (5%). After 2 h, 15 ml of methanol were added and the mixture was hydrogenated at room temperature under 1 bar of hydrogen for further 5 h. It was then filtered and the solvent was evaporat...